Dataset: the Open Reaction Database (ORD), a public repository of structured organic reaction records. Task: describe an organic reaction: reactants, conditions, products, and yield Starting materials: N1(CCNCC1)CCCC=1C=C2CCC(NC2=CC1)=O (6-(3-piperazinylpropyl)-3,4-dihydrocarbostyril), [N+](=O)([O-])C1=CC=C(N)C=C1 (p-nitroaniline), C([O-])([O-])=O.[K+].[K+] (potassium carbonate). Reagents/catalysts: [Cu] (copper). The solvent is COC(CCO)C (3-methoxybutanol). The product is [N+](=O)([O-])C1=CC=C(C=C1)N1CCN(CC1)CCCC=1C=C2CCC(NC2=CC1)=O (6-{3-[4-(4-nitrophenyl)-1-piperazinyl]propyl}-3,4-dihydrocarbostyril). Reaction SMILES: [N:1]1([CH2:7][CH2:8][CH2:9][C:10]2[CH:11]=[C:12]3[C:17](=[CH:18][CH:19]=2)[NH:16][C:15](=[O:20])[CH2:14][CH2:13]3)[CH2:6][CH2:5][NH:4][CH2:3][CH2:2]1.[N+:21]([C:24]1[CH:30]=[CH:29][C:27](N)=[CH:26][CH:25]=1)([O-:23])=[O:22].C(=O)([O-])[O-].[K+].[K+]>COC(C)CCO.[Cu]>[N+:21]([C:24]1[CH:30]=[CH:29][C:27]([N:4]2[CH2:5][CH2:6][N:1]([CH2:7][CH2:8][CH2:9][C:10]3[CH:11]=[C:12]4[C:17](=[CH:18][CH:19]=3)[NH:16][C:15](=[O:20])[CH2:14][CH2:13]4)[CH2:2][CH2:3]2)=[CH:26][CH:25]=1)([O-:23])=[O:22] |f:2.3.4|. Reported procedure: 2.87 Grams of 6-(3-piperazinylpropyl)-3,4-dihydrocarbostyril, 2.0 g of p-nitroaniline, 0.8 g of potassium carbonate and 0.2 g of copper powder were mixed in 80 ml of 3-methoxybutanol and refluxed by heating for 5 hours. Then 3 g of activated carbon was added to the reaction mixture and filtered with Celite, then the mother liquor was concentrated under a reduced pressure to obtain a residue. The residue was purified by a silica-gel chromatography and recrystallized from isopropanol to obtain 0.5... Reactants: ClC1=CC=2SCC(NC2N=C1CNC1CCN(CC1)CCN1C(C=NC2=CC=C(C=C12)OC)=O)=O (1-(2-(4-((7-chloro-3-oxo-3,4-dihydro-2H-pyrido[3,2-b][1,4]thiazin-6-yl)methylamino)piperidin-1-yl)ethyl)-7-methoxyquinoxalin-2(1H)-one), Cl.C(C)(=O)OCC (hydrogen chloride ethyl acetate). Solvent: C(C)(=O)OCC (ethyl acetate). Yields the product Cl.ClC1=CC=2SCC(NC2N=C1CNC1CCN(CC1)CCN1C(C=NC2=CC=C(C=C12)OC)=O)=O (1-(2-(4-((7-chloro-3-oxo-3,4-dihydro-2H-pyrido[3,2-b][1,4]thiazin-6-yl)methylamino)piperidin-1-yl)ethyl)-7-methoxyquinoxalin-2(1H)-one hydrochloride). Yield: 186.8%. As a reaction SMILES: [Cl:1][C:2]1[C:11]([CH2:12][NH:13][CH:14]2[CH2:19][CH2:18][N:17]([CH2:20][CH2:21][N:22]3[C:31]4[C:26](=[CH:27][CH:28]=[C:29]([O:32][CH3:33])[CH:30]=4)[N:25]=[CH:24][C:23]3=[O:34])[CH2:16][CH2:15]2)=[N:10][C:9]2[NH:8][C:7](=[O:35])[CH2:6][S:5][C:4]=2[CH:3]=1.Cl.C(OCC)(=O)C>C(OCC)(=O)C>[ClH:1].[Cl:1][C:2]1[C:11]([CH2:12][NH:13][CH:14]2[CH2:19][CH2:18][N:17]([CH2:20][CH2:21][N:22]3[C:31]4[C:26](=[CH:27][CH:28]=[C:29]([O:32][CH3:33])[CH:30]=4)[N:25]=[CH:24][C:23]3=[O:34])[CH2:16][CH2:15]2)=[N:10][C:9]2[NH:8][C:7](=[O:35])[CH2:6][S:5][C:4]=2[CH:3]=1 |f:1.2,4.5|. Procedure details: To 12 mL of a chloroform solution containing 609 mg of 1-(2-(4-aminopiperidin-1-yl)ethyl)-7-methoxyquinoxalin-2(1H)-one and 414 mg of 7-chloro-3-oxo-3,4-dihydro-2H-pyrido[3,2-b][1,4]thiazine-6-carbaldehyde, 121 mg of acetic acid was added, and stirred at room temperature for 3 hours. To the reaction mixture, 618 mg of sodium triacetoxyborohydride was added, and stirred for 10.5 hours. Aqueous saturated sodium hydrogen carbonate solution was added, and the organic layer was separated. The organic...